The task is: describe an organic reaction: reactants, conditions, products, and yield. This data is from the Open Reaction Database (ORD), a public repository of structured organic reaction records. Yields the product O=[N+]([O-])C=C1NCCO1. Reactants: CSC(=C[N+](=O)[O-])SC, CCO, NCCO, Cc1ccc(S(=O)(=O)O)cc1. RXN SMILES: [CH3:12][S:13][C:14](=[CH:15][N+:16](=[O:17])[O-:18])[S:19][CH3:20].[CH3:25][CH2:26][OH:27].[NH2:21][CH2:22][CH2:23][OH:24].[c:1]1([CH3:2])[cH:3][cH:4][c:5]([S:6]([OH:7])(=[O:8])=[O:9])[cH:10][cH:11]1>>[C:14]1(=[CH:15][N+:16](=[O:17])[O-:18])[NH:21][CH2:22][CH2:23][O:24]1.